Task: describe an organic reaction: reactants, conditions, products, and yield. Dataset: the Open Reaction Database (ORD), a public repository of structured organic reaction records The reactants are O([Si](C)(C)C(C)(C)C)C(CC[C@@H]1C([C@@H](C[C@H]1OC1OCCCC1)O)C\C=C/CCCCCC(=O)OC(C)C)C(CCCCCC)(F)F (Isopropyl 9(Z)-{2(R)-[3(RS)-(t-butyldimethylsiloxy)-4,4-difluorodecyl]-5(R)-hydroxy-3(R)-(tetrahydropyranyloxy)cyclopentyl}non-7-enoate). The reagents and catalysts are [Pd] (Pd-C). Solvent: C(C)(=O)OCC (ethyl acetate). The product is O([Si](C)(C)C(C)(C)C)C(CC[C@@H]1C([C@@H](C[C@H]1OC1OCCCC1)O)CCCCCCCCC(=O)OC(C)C)C(CCCCCC)(F)F (Isopropyl 9-{2(R)-[3(RS)-(t-butyldimethylsiloxy)-4,4-difluorodecyl]-5(R)-hydroxy-3(R)-(tetrahydropyranyloxy)cyclopentyl}nonanoate). As a reaction SMILES: [O:1]([CH:9]([C:39]([F:47])([F:46])[CH2:40][CH2:41][CH2:42][CH2:43][CH2:44][CH3:45])[CH2:10][CH2:11][C@H:12]1[C@H:16]([O:17][CH:18]2[CH2:23][CH2:22][CH2:21][CH2:20][O:19]2)[CH2:15][C@@H:14]([OH:24])[CH:13]1[CH2:25]/[CH:26]=[CH:27]\[CH2:28][CH2:29][CH2:30][CH2:31][CH2:32][C:33]([O:35][CH:36]([CH3:38])[CH3:37])=[O:34])[Si:2]([C:5]([CH3:8])([CH3:7])[CH3:6])([CH3:4])[CH3:3]>C(OCC)(=O)C.[Pd]>[O:1]([CH:9]([C:39]([F:47])([F:46])[CH2:40][CH2:41][CH2:42][CH2:43][CH2:44][CH3:45])[CH2:10][CH2:11][C@H:12]1[C@H:16]([O:17][CH:18]2[CH2:23][CH2:22][CH2:21][CH2:20][O:19]2)[CH2:15][C@@H:14]([OH:24])[CH:13]1[CH2:25][CH2:26][CH2:27][CH2:28][CH2:29][CH2:30][CH2:31][CH2:32][C:33]([O:35][CH:36]([CH3:37])[CH3:38])=[O:34])[Si:2]([C:5]([CH3:7])([CH3:8])[CH3:6])([CH3:3])[CH3:4]. Procedure: The compound (12-9) (1.39 g) was subjected to catalytic reduction in ethyl acetate (15 ml) using 5% Pd-C (0.14 g) under hydrogen atmosphere. The crude product obtained by the conventional treatment was purified by silica gel chromatography (n-hexane/ethyl acetate=8/2) to give the titled compound (12-10). Reactants: COC(=O)c1nc(-c2ccc(Cl)cc2F)nc(N)c1Cl, CO, Cl, [Na+], [OH-]. The product is Nc1nc(-c2ccc(Cl)cc2F)nc(C(=O)O)c1Cl. As a reaction SMILES: [CH3:1][O:2][C:3](=[O:4])[c:5]1[n:6][c:7](-[c:13]2[c:14]([F:20])[cH:15][c:16]([Cl:19])[cH:17][cH:18]2)[n:8][c:9]([NH2:12])[c:10]1[Cl:11].[CH3:24][OH:25].[ClH:23].[Na+:22].[OH-:21]>>[O:2]=[C:3]([OH:4])[c:5]1[n:6][c:7](-[c:13]2[c:14]([F:20])[cH:15][c:16]([Cl:19])[cH:17][cH:18]2)[n:8][c:9]([NH2:12])[c:10]1[Cl:11]. The reactants are C[O-].[Na+] (sodium methoxide), ice water, CC(CCCCCCCCC)=O (2-Undecanone), C(C)OP(=O)(OCC)CC(=O)OC (methyl (diethylphosphono)acetate). The solvent is CO (methanol), C1=CC=CC=C1 (benzene). Conditions: time 8 hour. The product is CC(=CC(=O)OC)CCCCCCCCC (methyl 3-methyl-2-dodecenoate). Reaction SMILES: [CH3:1][C:2](=O)[CH2:3][CH2:4][CH2:5][CH2:6][CH2:7][CH2:8][CH2:9][CH2:10][CH3:11].C(OP([CH2:21][C:22]([O:24][CH3:25])=[O:23])(OCC)=O)C.C[O-].[Na+]>C1C=CC=CC=1.CO>[CH3:11][C:10]([CH2:9][CH2:8][CH2:7][CH2:6][CH2:5][CH2:4][CH2:3][CH2:2][CH3:1])=[CH:21][C:22]([O:24][CH3:25])=[O:23] |f:2.3|. Reported procedure: 2-Undecanone (methyl nonyl ketone) (1′) (73.9 g, 434 mmols) and methyl (diethylphosphono)acetate (99.4 g, 433 mmols) were dissolved in dry benzene (300 ml). The solution was stirred at room temperature, and a 28% sodium methoxide solution (83.7 g) in methanol was slowly added. Stirring was continued overnight at room temperature. The reaction mixture was poured into ice water, and extracted with diethyl ether. The organic layer was washed (water and a saturated aqueous solution of sodium chlorid... Reactants: C=1(C(=CC=CC1)OCCCCCCCl)C1=CC=CC=C1 (1-(2-biphenyloxy)-6-chlorohexane), C1(C=2C(C(N1)=O)=CC=CC2)=O.[K] (potassium phtalimide), O (water). The solvent is CN(C=O)C (dimethylformamide). Product: C=1(C(=CC=CC1)OCCCCCCN1C(C=2C(C1=O)=CC=CC2)=O)C2=CC=CC=C2 (N-[6-(biphenyloxy)hexyl]phthalimide). Reaction SMILES: [C:1]1([C:15]2[CH:20]=[CH:19][CH:18]=[CH:17][CH:16]=2)[C:2]([O:7][CH2:8][CH2:9][CH2:10][CH2:11][CH2:12][CH2:13]Cl)=[CH:3][CH:4]=[CH:5][CH:6]=1.[C:21]1(=[O:31])[NH:25][C:24](=[O:26])[C:23]2=[CH:27][CH:28]=[CH:29][CH:30]=[C:22]12.[K].O>CN(C)C=O>[C:1]1([C:15]2[CH:20]=[CH:19][CH:18]=[CH:17][CH:16]=2)[C:2]([O:7][CH2:8][CH2:9][CH2:10][CH2:11][CH2:12][CH2:13][N:25]2[C:24](=[O:26])[C:23]3=[CH:27][CH:28]=[CH:29][CH:30]=[C:22]3[C:21]2=[O:31])=[CH:3][CH:4]=[CH:5][CH:6]=1 |f:1.2,^1:31|. Procedure: A solution of 1-(2-biphenyloxy)-6-chlorohexane 8.0 g) and potassium phtalimide (5.6 g) in dimethylformamide (100) ml) was heated at reflux temperature for 3 hours. The solution was cooled and poured into water, and the product was extracted out with ethyl acetate. The extract was dried and evaporated to afford N-[6-(biphenyloxy)hexyl]phthalimide.